Dataset: the Open Reaction Database (ORD), a public repository of structured organic reaction records. Task: describe an organic reaction: reactants, conditions, products, and yield Reactants: IC (iodomethane), COC(C1=CC(=CC=C1)NC(CN1C(N(C2=C(C(=N1)C1CCCCC1)C=CC=C2)CC(C(C)(C)C)=O)=O)=O)=O (3-{2-[5-Cyclohexyl-1-(3,3-dimethyl-2-oxo-butyl)-2-oxo-1,2-dihydro-3H-1,3,4-benzotriazepin-3-yl]-acetylamino}-benzoic acid methyl ester), C(C)(C)(C)OC(N(CCOCC)C1=CC(=CC=C1)N)=O ((3-amino-phenyl)-2-ethoxyethyl-carbamic acid tert-butyl ester), C(C)(C)(C)OC(N(C)C1=CC(=CC=C1)N)=O ((3-amino-phenyl)-methyl-carbamic acid tert-butyl ester), BrCCOCC (2-bromoethyl-ethyl ether), COC(C1=CC(=CC=C1)N)=O (3-amino-benzoic acid methyl ester). Yields the product C(C)(C)(C)OC(N(CCC)C1=CC(=CC=C1)NC(CN1C(N(C2=C(C(=N1)C1CCCCC1)C=CC=C2)CC(C(C)(C)C)=O)=O)=O)=O ((3-{2-[5-cyclohexyl-1-(3,3-dimethyl-2-oxo-butyl)-2-oxo-1,2-dihydro-3H-1,3,4-benzotriazepin-3-yl]-acetylamino}-phenyl)-propyl-carbamic acid tert-butyl ester). Reaction SMILES: COC(=O)[C:4]1[CH:9]=[CH:8][CH:7]=[C:6]([NH:10][C:11](=[O:38])[CH2:12][N:13]2[N:19]=[C:18]([CH:20]3[CH2:25][CH2:24][CH2:23][CH2:22][CH2:21]3)[C:17]3[CH:26]=[CH:27][CH:28]=[CH:29][C:16]=3[N:15]([CH2:30][C:31](=[O:36])[C:32]([CH3:35])([CH3:34])[CH3:33])[C:14]2=[O:37])[CH:5]=1.[C:40]([O:44][C:45](=[O:59])[N:46]([C:52]1C=CC=[C:54](N)[CH:53]=1)CCOCC)([CH3:43])([CH3:42])[CH3:41].C(OC(=O)N(C1C=CC=C(N)C=1)C)(C)(C)C.BrCCOCC.IC.COC(=O)C1C=CC=C(N)C=1>>[C:40]([O:44][C:45](=[O:59])[N:46]([C:4]1[CH:9]=[CH:8][CH:7]=[C:6]([NH:10][C:11](=[O:38])[CH2:12][N:13]2[N:19]=[C:18]([CH:20]3[CH2:25][CH2:24][CH2:23][CH2:22][CH2:21]3)[C:17]3[CH:26]=[CH:27][CH:28]=[CH:29][C:16]=3[N:15]([CH2:30][C:31](=[O:36])[C:32]([CH3:35])([CH3:33])[CH3:34])[C:14]2=[O:37])[CH:5]=1)[CH2:52][CH2:53][CH3:54])([CH3:43])([CH3:42])[CH3:41]. Reported procedure: The title compound was obtained as the hydrochloride salt by the method used in the preparation of 3-{2-[5-cyclohexyl-1-(3,3-dimethyl-2-oxo-butyl)-2-oxo-1,2-dihydro-3H-1,3,4-benzotriazepin-3-yl]-acetylamino}-benzoic acid methyl ester (Example 1), except that (3-amino-phenyl)-2-ethoxyethyl-carbamic acid tert-butyl ester (obtained using the method employed in the preparation of (3-amino-phenyl)-methyl-carbamic acid tert-butyl ester (Example 3, step c) except that 2-bromoethyl-ethyl ether was used ... Reactants: C(#N)[BH3-].[Na+] (sodium cyanoborohydride), C(C)(C)N(CC)C(C)C (Diisopropylethylamine), Cl.CN (Methylamine hydrochloride), CC1=C(CNC(=O)N2CC(N(C3=CC=CC(=C23)F)CC=O)=O)C=CC(=C1)C(=O)N1C2=C(CCCC1)C=CC=C2 (8-Fluoro-3-oxo-4-(2-oxoethyl)-3,4-dihydro-2H-quinoxaline-1-carboxylic Acid 2-methyl-4-(2,3,4,5-tetrahydrobenzo[b]azepine-1-carbonyl)benzylamide). Run in C(C)(=O)O (Acetic acid), CO (methanol), C1(=CC=CC=C1)C (toluene). Conditions: time 20 minute. Product: CC1=C(CNC(=O)N2CC(N(C3=CC=CC(=C23)F)CCNC)=O)C=CC(=C1)C(=O)N1C2=C(CCCC1)C=CC=C2 (8-Fluoro-4-(2-methylaminoethyl)-3-oxo-3,4-dihydro-2H-quinoxaline-1-carboxylic acid 2-methyl-4-(2,3,4,5-tetrahydrobenzo[b]azepine-1-carbonyl)benzylamide). RXN SMILES: Cl.CN.[CH3:4][C:5]1[CH:29]=[C:28]([C:30]([N:32]2[CH2:38][CH2:37][CH2:36][CH2:35][C:34]3[CH:39]=[CH:40][CH:41]=[CH:42][C:33]2=3)=[O:31])[CH:27]=[CH:26][C:6]=1[CH2:7][NH:8][C:9]([N:11]1[C:20]2[C:15](=[CH:16][CH:17]=[CH:18][C:19]=2[F:21])[N:14]([CH2:22][CH:23]=O)[C:13](=[O:25])[CH2:12]1)=[O:10].[CH:43]([N:46](C(C)C)CC)(C)C.C([BH3-])#N.[Na+]>CO.C1(C)C=CC=CC=1.C(O)(=O)C>[CH3:4][C:5]1[CH:29]=[C:28]([C:30]([N:32]2[CH2:38][CH2:37][CH2:36][CH2:35][C:34]3[CH:39]=[CH:40][CH:41]=[CH:42][C:33]2=3)=[O:31])[CH:27]=[CH:26][C:6]=1[CH2:7][NH:8][C:9]([N:11]1[C:20]2[C:15](=[CH:16][CH:17]=[CH:18][C:19]=2[F:21])[N:14]([CH2:22][CH2:23][NH:46][CH3:43])[C:13](=[O:25])[CH2:12]1)=[O:10] |f:0.1,4.5|. Reported procedure: Methylamine hydrochloride (68 mg, 1.0 mmol) was added to a solution of 8-fluoro-3-oxo-4-(2-oxoethyl)-3,4-dihydro-2H-quinoxaline-1-carboxylic acid 2-methyl-4-(2,3,4,5-tetrahydrobenzo[b]azepine-1-carbonyl)benzylamide from Example 10 (53 mg, 0.1 mmol) in methanol (4.0 ml) then the mixture was cooled in an ice/water bath. Diisopropylethylamine (185 μl, 1.0 mmol) was added and the mixture was stirred for 20 mins. Acetic acid (0.40 ml) and sodium cyanoborohydride (6.3 mg, 0.1 mmol) were added and the ... Reactants: [Na] (sodium), [Na] (sodium), CC1=CC=CC=2N1N=CC2C(=O)OCC (ethyl 7-methylpyrazolo[1,5-a]pyridine-3-carboxylate), resultant mixture, metal, N12CC(C(CC1)CC2)O (3-quinuclidinol). Solvent: C1=CC=CC=C1 (benzene). Reaction conditions: time 2.5 hour. The product is CC1=CC=CC=2N1N=CC2C(=O)OC2CN1CCC2CC1 (1-azabicyclo[2.2.2]oct-3-yl 7-methylpyrazolo[1,5-a]pyridine-3-carboxylate), crystals. Yield: 86.0%. RXN SMILES: [N:1]12[CH2:8][CH2:7][CH:4]([CH2:5][CH2:6]1)[CH:3]([OH:9])[CH2:2]2.[Na].[CH3:11][C:12]1[N:17]2[N:18]=[CH:19][C:20]([C:21](OCC)=[O:22])=[C:16]2[CH:15]=[CH:14][CH:13]=1>C1C=CC=CC=1>[CH3:11][C:12]1[N:17]2[N:18]=[CH:19][C:20]([C:21]([O:9][CH:3]3[CH:4]4[CH2:7][CH2:8][N:1]([CH2:6][CH2:5]4)[CH2:2]3)=[O:22])=[C:16]2[CH:15]=[CH:14][CH:13]=1 |^1:9|. Procedure details: After a suspension of 370 mg (2.9 mmol) of 3-quinuclidinol (product of Aldrich Chemical Co., Inc.) in 30 ml of benzene was refluxed for 1.5 hours by using a Dean-Stark apparatus, 0.1 g of metal sodium was added and the resultant mixture was refluxed under stirring for further 2.5 hours. Unreacted sodium was removed and 200 mg (0.98 mmol) of ethyl 7-methylpyrazolo[1,5-a]pyridine-3-carboxylate were added, followed by heating under reflux for 24 hours. The solvent of the reaction mixture was distil...